Dataset: the Open Reaction Database (ORD), a public repository of structured organic reaction records. Task: describe an organic reaction: reactants, conditions, products, and yield The reactants are CCO, CCOCC, CN(CC(C(O)C1CCCCC1)N1C(=O)c2ccccc2C1=O)C(=O)OC(C)(C)C, NN, O. Yields the product CN(CC(N)C(O)C1CCCCC1)C(=O)OC(C)(C)C. Reaction SMILES: [CH3:31][CH2:32][OH:33].[CH3:37][CH2:38][O:39][CH2:40][CH3:41].[CH:1]1([CH:7]([CH:8]([CH2:9][N:10]([C:11]([O:12][C:13]([CH3:14])([CH3:15])[CH3:16])=[O:17])[CH3:18])[N:19]2[C:20](=[O:21])[c:22]3[c:23]([cH:24][cH:25][cH:26][cH:27]3)[C:28]2=[O:29])[OH:30])[CH2:2][CH2:3][CH2:4][CH2:5][CH2:6]1.[NH2:35][NH2:36].[OH2:34]>>[CH:1]1([CH:7]([CH:8]([CH2:9][N:10]([C:11]([O:12][C:13]([CH3:14])([CH3:15])[CH3:16])=[O:17])[CH3:18])[NH2:19])[OH:30])[CH2:2][CH2:3][CH2:4][CH2:5][CH2:6]1. Reactants: CO (methanol), FC(C(=O)O)(F)F (trifluoroacetic acid), FC1=C(C=CC=C1F)[C@H]1[C@@H](C=2C(=NC=CN2)C(=CC1)CC(N1CCC(CC1)N1C(NC2=NC=CC=C21)=O)=O)NC(OC(C)(C)C)=O (tert-butyl (5S,6S)-6-(2,3-difluorophenyl)-9-(2-oxo-2-(4-(2-oxo-2,3-dihydro-1H-imidazo[4,5-b]pyridin-1-yl)piperidin-1-yl)ethyl)-6,7-dihydro-5H-cyclohepta[b]pyrazin-5-ylcarbamate). Run in C(Cl)Cl (methylene chloride), C(Cl)Cl (methylene chloride). Conditions: time 1 hour. The product is N[C@H]1[C@@H](C\C=C(/C2=NC=CN=C21)\CC(=O)N2CCC(CC2)N2C(NC1=NC=CC=C12)=O)C1=C(C(=CC=C1)F)F (1-(1-(2-((5S,6S,Z)-5-amino-6-(2,3-difluorophenyl)-6,7-dihydro-5H-cyclohepta[b]pyrazin-9-yl)acetyl)piperidin-4-yl)-1H-imidazo[4,5-b]pyridin-2(3H)-one). The yield is 72.8%. RXN SMILES: [F:1][C:2]1[C:7]([F:8])=[CH:6][CH:5]=[CH:4][C:3]=1[C@@H:9]1[CH2:19][CH:18]=[C:17]([CH2:20][C:21](=[O:38])[N:22]2[CH2:27][CH2:26][CH:25]([N:28]3[C:36]4[C:31](=[N:32][CH:33]=[CH:34][CH:35]=4)[NH:30][C:29]3=[O:37])[CH2:24][CH2:23]2)[C:12]2=[N:13][CH:14]=[CH:15][N:16]=[C:11]2[C@H:10]1[NH:39]C(=O)OC(C)(C)C.FC(F)(F)C(O)=O.CO>C(Cl)Cl>[NH2:39][C@@H:10]1[C:11]2[C:12](=[N:13][CH:14]=[CH:15][N:16]=2)[C:17]([CH2:20][C:21]([N:22]2[CH2:23][CH2:24][CH:25]([N:28]3[C:36]4[C:31](=[N:32][CH:33]=[CH:34][CH:35]=4)[NH:30][C:29]3=[O:37])[CH2:26][CH2:27]2)=[O:38])=[CH:18][CH2:19][C@H:9]1[C:3]1[CH:4]=[CH:5][CH:6]=[C:7]([F:8])[C:2]=1[F:1]. Reported procedure: In a 50 mL round-bottomed flask was dissolved tert-butyl (5S,6S)-6-(2,3-difluorophenyl)-9-(2-oxo-2-(4-(2-oxo-2,3-dihydro-1H-imidazo[4,5-b]pyridin-1-yl)piperidin-1-yl)ethyl)-6,7-dihydro-5H-cyclohepta[b]pyrazin-5-ylcarbamate (58.6 mg, 0.093 mmol) in methylene chloride (1 mL). trifluoroacetic acid (0.5 mL) was added, and the mixture was stirred at rt for 1 h. LCMS showed complete conversion. Volatile components were removed in vacuo, and the residue was partitioned between ethyl acetate/0.5N sodium... Starting materials: C1(C2(C)C(C)(C)C(C(N1)=O)CC2)=O (camphorimide), [Br-].N1=C(C=CC=C1)N1CC[N+]2(CCCC2)CC1 (8-(2-pyridyl)-8-aza-5-azoniaspiro[4,5]decane bromide), C([O-])([O-])=O.[K+].[K+] (potassium carbonate). Solvent: CN(C=O)C (dimethylformamide). Product: N1=C(C=CC=C1)N1CCN(CC1)CCCCN1C(C2(CCC(C1=O)C2(C)C)C)=O (3-[4-[4-(2-pyridyl)-1-piperazinyl]-butyl]-1,8,8-trimethyl-3-azabicyclo[3,2,1]octane-2,4-dione). Reaction SMILES: [C:1]1(=[O:13])[NH:9][C:8](=[O:10])[CH:7]2[CH2:11][CH2:12][C:2]1([C:4]2([CH3:6])[CH3:5])[CH3:3].[Br-].[N:15]1[CH:20]=[CH:19][CH:18]=[CH:17][C:16]=1[N:21]1[CH2:30][CH2:29][N+:24]2([CH2:28][CH2:27][CH2:26][CH2:25]2)[CH2:23][CH2:22]1.C(=O)([O-])[O-].[K+].[K+]>CN(C)C=O>[N:15]1[CH:20]=[CH:19][CH:18]=[CH:17][C:16]=1[N:21]1[CH2:22][CH2:23][N:24]([CH2:25][CH2:26][CH2:27][CH2:28][N:9]2[C:8](=[O:10])[CH:7]3[C:4]([CH3:6])([CH3:5])[C:2]([CH3:3])([CH2:12][CH2:11]3)[C:1]2=[O:13])[CH2:29][CH2:30]1 |f:1.2,3.4.5|. Procedure details: A mixture of 4.07 g (0.0225 mol) of DL-camphorimide (II), 6.71 g (0.0225 mol) of 8-(2-pyridyl)-8-aza-5-azoniaspiro[4,5]-decane bromide (III) and 3.73 g (0.027 mol) of potassium carbonate was refluxed in 80 ml of absolute dimethylformamide for 24 hours, then the resulting mixture was cooled, filtered, and dimethylformamide was distilled off under reduced pressure. The residue was dissolved in 100 ml of 5% HCl, the resulting solution was extracted twice with 50 ml of ether to remove impurities of ... The reactants are ClCC(=O)N1C2=C(NC(C3=C1C=CC=C3)=O)C=CC=C2 (5-(chloroacetyl)-5,10-dihydro-11H-dibenzo[b,e][1,4]diazepin-11-one), N1(CCCCC1)CC1NCCCC1 (2-[(1-piperidinyl)methyl]piperidine). The solvent is C(C)#N (acetonitrile). The product is N1(CCCCC1)CC1N(CCCC1)CC(=O)N1C2=C(NC(C3=C1C=CC=C3)=O)C=CC=C2 (5,10-Dihydro-5-[[2-[(1-piperidinyl)methyl]-1-piperidinyl]acetyl]-11H-dibenzo[b,e][1,4]diazepin-11-one). RXN SMILES: Cl[CH2:2][C:3]([N:5]1[C:11]2[CH:12]=[CH:13][CH:14]=[CH:15][C:10]=2[C:9](=[O:16])[NH:8][C:7]2[CH:17]=[CH:18][CH:19]=[CH:20][C:6]1=2)=[O:4].[N:21]1([CH2:27][CH:28]2[CH2:33][CH2:32][CH2:31][CH2:30][NH:29]2)[CH2:26][CH2:25][CH2:24][CH2:23][CH2:22]1>C(#N)C>[N:21]1([CH2:27][CH:28]2[CH2:33][CH2:32][CH2:31][CH2:30][N:29]2[CH2:2][C:3]([N:5]2[C:11]3[CH:12]=[CH:13][CH:14]=[CH:15][C:10]=3[C:9](=[O:16])[NH:8][C:7]3[CH:17]=[CH:18][CH:19]=[CH:20][C:6]2=3)=[O:4])[CH2:26][CH2:25][CH2:24][CH2:23][CH2:22]1. Procedure details: The title compound is prepared analogously to Example 2 from 5-(chloroacetyl)-5,10-dihydro-11H-dibenzo[b,e][1,4]diazepin-11-one and 2-[(1-piperidinyl)methyl]piperidine to give colorless crystals, mp. 220°-221° C. (acetonitrile). The reactants are [Br-].OC1=C(SC=2SC3=C([N+]21)CCCC3)C3=CC=CC=C3 (3-hydroxy-2-phenyl-5,6,7,8-tetrahydrothiazolo[2,3-b]benzothiazolium bromide), C(Cl)Cl (methylene chloride), product. The solvent is O (water). Product: C1(=CC=CC=C1)C1C(N2C(SC3=C2CCCC3)S1)=O (2-Phenyl-5,6,7,8-tetrahydrothiazolo[2,3-b]-benzothiazol-3(2H)-one). Isolated yield 63.0%. Reaction SMILES: [Br-].[OH:2][C:3]1[N+:10]2[C:9]3[CH2:11][CH2:12][CH2:13][CH2:14][C:8]=3[S:7][C:6]=2[S:5][C:4]=1[C:15]1[CH:20]=[CH:19][CH:18]=[CH:17][CH:16]=1.C(Cl)Cl>O>[C:15]1([CH:4]2[S:5][CH:6]3[S:7][C:8]4[CH2:14][CH2:13][CH2:12][CH2:11][C:9]=4[N:10]3[C:3]2=[O:2])[CH:16]=[CH:17][CH:18]=[CH:19][CH:20]=1 |f:0.1|. Procedure details: 9.7 g. (0.026 moles) of 3-hydroxy-2-phenyl-5,6,7,8-tetrahydrothiazolo[2,3-b]benzothiazolium bromide, prepared according to Example 10, is suspended in a mixture of 1000 ml. methylene chloride and 500 ml. water, and the mixture is stirred at room temperature for 5 hours. The layers are separated and the methylene chloride layer is dried over anhydrous magnesium sulfate. The drying agent is removed by filtration and the filtrate is reduced in volume. The residual solid is triturated with ether and... Reactants: ClC1=NC=C(C2=C1C=CN2C)C(=O)O (4-chloro-1-methyl-1H-pyrrolo[3,2-c]pyridine-7-carboxylic acid), CN(CCCN=C=NCC)C (1-[3-(dimethylamino)propyl]-3-ethylcarbodiimide), ON1N=NC2=C1C=CC=C2 (1-hydroxybenzotriazole), C(C)N1CCOCC1 (N-ethylmorpholine), Cl.N1CCS(CC1)(=O)=O (thiomorpholine 1,1-dioxide hydrochloride). The solvent is O (water), CN(C=O)C (dimethylformamide). Conditions: time 8 hour. Product: ClC1=NC=C(C2=C1C=CN2C)C(=O)N2CCS(CC2)(=O)=O (4-Chloro-7-[(1,1-dioxido-4-thiomorpholinyl)carbonyl]-1-methyl-1H-pyrrolo[3,2-c]pyridine). Yield: 80.3%. Reaction SMILES: [Cl:1][C:2]1[C:7]2[CH:8]=[CH:9][N:10]([CH3:11])[C:6]=2[C:5]([C:12]([OH:14])=O)=[CH:4][N:3]=1.CN(C)CCCN=C=NCC.ON1C2C=CC=CC=2N=N1.C(N1CCOCC1)C.Cl.[NH:45]1[CH2:50][CH2:49][S:48](=[O:52])(=[O:51])[CH2:47][CH2:46]1>CN(C)C=O.O>[Cl:1][C:2]1[C:7]2[CH:8]=[CH:9][N:10]([CH3:11])[C:6]=2[C:5]([C:12]([N:45]2[CH2:50][CH2:49][S:48](=[O:52])(=[O:51])[CH2:47][CH2:46]2)=[O:14])=[CH:4][N:3]=1 |f:4.5|. Reported procedure: To a solution of 4-chloro-1-methyl-1H-pyrrolo[3,2-c]pyridine-7-carboxylic acid (726 mg) in dimethylformamide (12 ml) was added 1-[3-(dimethylamino)propyl]-3-ethylcarbodiimide (0.73 g), 1-hydroxybenzotriazole (0.52 g), N-ethylmorpholine (0.48 ml) and thiomorpholine 1,1-dioxide hydrochloride (0.66 g). The solution was stirred at room temperature overnight. The reaction was diluted with water and extracted three times with ethyl acetate. The ethyl acetate layers were combined, washed with saturated...